From a dataset of the Open Reaction Database (ORD), a public repository of structured organic reaction records. describe an organic reaction: reactants, conditions, products, and yield The reactants are CC(C)S(=O)(=O)c1ccc([N+](=O)[O-])cc1Br, CC(C)(C)OC(=O)n1cccc1B(O)O, COCCOC, [Na+], [Na+], O=C([O-])[O-], c1ccc(P(c2ccccc2)(c2ccccc2)[Pd](P(c2ccccc2)(c2ccccc2)c2ccccc2)(P(c2ccccc2)(c2ccccc2)c2ccccc2)P(c2ccccc2)(c2ccccc2)c2ccccc2)cc1. The product is CC(C)S(=O)(=O)c1ccc([N+](=O)[O-])cc1-c1cccn1C(=O)OC(C)(C)C. Reaction SMILES: [Br:1][c:2]1[c:3]([S:11](=[O:12])(=[O:13])[CH:14]([CH3:15])[CH3:16])[cH:4][cH:5][c:6]([N+:8](=[O:9])[O-:10])[cH:7]1.[C:17]([CH3:18])([CH3:19])([CH3:20])[O:21][C:22](=[O:23])[n:24]1[c:25]([B:29]([OH:30])[OH:31])[cH:26][cH:27][cH:28]1.[CH3:38][O:39][CH2:40][CH2:41][O:42][CH3:43].[Na+:32].[Na+:33].[O-:34][C:35](=[O:36])[O-:37].[cH:44]1[cH:45][cH:46][c:47]([P:48]([Pd:49]([P:50]([c:51]2[cH:52][cH:53][cH:54][cH:55][cH:56]2)([c:57]2[cH:58][cH:59][cH:60][cH:61][cH:62]2)[c:63]2[cH:64][cH:65][cH:66][cH:67][cH:68]2)([P:69]([c:70]2[cH:71][cH:72][cH:73][cH:74][cH:75]2)([c:76]2[cH:77][cH:78][cH:79][cH:80][cH:81]2)[c:82]2[cH:83][cH:84][cH:85][cH:86][cH:87]2)[P:88]([c:89]2[cH:90][cH:91][cH:92][cH:93][cH:94]2)([c:95]2[cH:96][cH:97][cH:98][cH:99][cH:100]2)[c:101]2[cH:102][cH:103][cH:104][cH:105][cH:106]2)([c:107]2[cH:108][cH:109][cH:110][cH:111][cH:112]2)[c:113]2[cH:114][cH:115][cH:116][cH:117][cH:118]2)[cH:119][cH:120]1>>[c:2]1(-[c:25]2[n:24]([C:22]([O:21][C:17]([CH3:18])([CH3:19])[CH3:20])=[O:23])[cH:28][cH:27][cH:26]2)[c:3]([S:11](=[O:12])(=[O:13])[CH:14]([CH3:15])[CH3:16])[cH:4][cH:5][c:6]([N+:8](=[O:9])[O-:10])[cH:7]1. Reactants: C(C)(C)(C)OC(=O)N1N=C(C2=C1C(N(CC2)C2=CC=C(C=C2)C)=O)N (1-N-t-butoxycarbonyl-3-amino-4,5,6,7-tetrahydro-6-N-(p-tolyl)pyrazolo[3,4-c]pyridin-7-one), C([O-])([O-])=O.[K+].[K+] (potassium carbonate), ClCCC(=O)N1CCN(CC1)C1=CC=CC=C1 (3-chloro-1-(4-phenylpiperazin-1-yl)propan-1-one). The product is NC1=NN(C=2C(N(CCC21)C2=CC=C(C=C2)C)=O)C(CCN2CCN(CC2)C2=CC=CC=C2)=O (3-amino-1-{(4-phenylpiperazin-1-yl)propanoyl}-6-N-(p-tolyl)-4,5,6,7-tetrahydro-1H-pyrazolo[3,4-c]pyridin-7-one). As a reaction SMILES: C([O:5][C:6]([N:8]1[C:12]2[C:13](=[O:24])[N:14]([C:17]3[CH:22]=[CH:21][C:20]([CH3:23])=[CH:19][CH:18]=3)[CH2:15][CH2:16][C:11]=2[C:10]([NH2:25])=[N:9]1)=O)(C)(C)C.C(=O)([O-])[O-].[K+].[K+].ClC[CH2:34][C:35]([N:37]1[CH2:42][CH2:41][N:40]([C:43]2[CH:48]=[CH:47][CH:46]=[CH:45][CH:44]=2)[CH2:39][CH2:38]1)=O>>[NH2:25][C:10]1[C:11]2[CH2:16][CH2:15][N:14]([C:17]3[CH:22]=[CH:21][C:20]([CH3:23])=[CH:19][CH:18]=3)[C:13](=[O:24])[C:12]=2[N:8]([C:6](=[O:5])[CH2:34][CH2:35][N:37]2[CH2:42][CH2:41][N:40]([C:43]3[CH:48]=[CH:47][CH:46]=[CH:45][CH:44]=3)[CH2:39][CH2:38]2)[N:9]=1 |f:1.2.3|. Procedure: A target compound (77.8 mg, 0.169 mmol, 44.7%) was yielded as liquid in the same manner as Example 1 by reacting 1-N-t-butoxycarbonyl-3-amino-4,5,6,7-tetrahydro-6-N-(p-tolyl)pyrazolo[3,4-c]pyridin-7-one (130 mg, 0.379 mmol) with potassium carbonate (57.6 mg, 0.417 mmol) and 3-chloro-1-(4-phenylpiperazin-1-yl)propan-1-one (100.6 mg, 0.398 mmol). Starting materials: C(C(=O)Cl)(=O)Cl (oxalyl chloride), [Cl-].[Al+3].[Cl-].[Cl-] (aluminum chloride), C(C(C)C)OC1=CC(=CC=C1)OCC(C)C (1,3-diisobutoxybenzene), C(C(C)C)OC1=C(C=C(C(=O)O)C=C1)CC(=O)OC (4-isobutoxy-3-(2-methoxy-2-oxoethyl)benzoic acid). Run in O (water), C(Cl)(Cl)Cl (chloroform), C(Cl)Cl (methylene chloride). Run at time 1 hour. Product: C(C(C)C)OC1=C(C(=O)C=2C=CC(=C(C2)CC(=O)OC)OCC(C)C)C=CC(=C1)OCC(C)C (methyl 2-[5-(2,4-diisobutoxybenzoyl)-2-isobutoxyphenyl]acetate). Yield: 57.5%. As a reaction SMILES: [CH2:1]([O:5][C:6]1[CH:14]=[CH:13][C:9]([C:10]([OH:12])=O)=[CH:8][C:7]=1[CH2:15][C:16]([O:18][CH3:19])=[O:17])[CH:2]([CH3:4])[CH3:3].C(Cl)(=O)C(Cl)=O.[Cl-].[Al+3].[Cl-].[Cl-].[CH2:30]([O:34][C:35]1[CH:40]=[CH:39][CH:38]=[C:37]([O:41][CH2:42][CH:43]([CH3:45])[CH3:44])[CH:36]=1)[CH:31]([CH3:33])[CH3:32]>C(Cl)Cl.O.C(Cl)(Cl)Cl>[CH2:42]([O:41][C:37]1[CH:36]=[C:35]([O:34][CH2:30][CH:31]([CH3:33])[CH3:32])[CH:40]=[CH:39][C:38]=1[C:10]([C:9]1[CH:13]=[CH:14][C:6]([O:5][CH2:1][CH:2]([CH3:3])[CH3:4])=[C:7]([CH2:15][C:16]([O:18][CH3:19])=[O:17])[CH:8]=1)=[O:12])[CH:43]([CH3:45])[CH3:44] |f:2.3.4.5|. Procedure: In 6 ml of methylene chloride is dissolved 0.62 g of 4-isobutoxy-3-(2-methoxy-2-oxoethyl)benzoic acid. After adding 0.25 ml of oxalyl chloride at ambient temperature, the mixture thus obtained is stirred at ambient temperature for one hour. Then, 0.62 g of aluminum chloride and 0.77 g of 1,3-diisobutoxybenzene are successively added at 5-10° C., and the mixture is stirred at ambient temperature for one hour. The reaction mixture is added to a mixture of chloroform and water, and the organic laye... Starting materials: CS(=O)(=O)Cl (methanesulfonyl chloride), NC(CC=1N(N=C2C(=NC=3C=CC=CC3C21)N)CCOC)(C)C (1-(2-amino-2-methylpropyl)-2-(2-methoxyethyl)-2H-pyrazolo[3,4-c]quinolin-4-amine). The solvent is hexanes, C(C)(=O)OCC (ethyl acetate), C(C)(=O)OCC (ethyl acetate). Yields the product NC1=NC=2C=CC=CC2C=2C1=NN(C2CC(C)(C)NS(=O)(=O)C)CCOC (N-{2-[4-amino-2-(methoxyethyl)-2H-pyrazolo[3,4-c]quinolin-1-yl]-1,1-dimethylethyl}methanesulfonamide). Yield: 59.4%. RXN SMILES: [CH3:1][S:2](Cl)(=[O:4])=[O:3].[NH2:6][C:7]([CH3:28])([CH3:27])[CH2:8][C:9]1[N:10]([CH2:23][CH2:24][O:25][CH3:26])[N:11]=[C:12]2[C:21]=1[C:20]1[CH:19]=[CH:18][CH:17]=[CH:16][C:15]=1[N:14]=[C:13]2[NH2:22]>C(OCC)(=O)C>[NH2:22][C:13]1[C:12]2=[N:11][N:10]([CH2:23][CH2:24][O:25][CH3:26])[C:9]([CH2:8][C:7]([NH:6][S:2]([CH3:1])(=[O:4])=[O:3])([CH3:28])[CH3:27])=[C:21]2[C:20]2[CH:19]=[CH:18][CH:17]=[CH:16][C:15]=2[N:14]=1. Procedure: Using the method of Example 66, methanesulfonyl chloride (399 mg, 3.48 mmol) was reacted with 1-(2-amino-2-methylpropyl)-2-(2-methoxyethyl)-2H-pyrazolo[3,4-c]quinolin-4-amine (1.09 g, 3.48 mmol, prepared as described in Example 590). The crude product was purified by IFC (40M cartridge eluting with a gradient of 15 to 35% CMA in chloroform) to provide a white foam. The foam was refluxed with 35% ethyl acetate in hexanes (50 mL), ethyl acetate was added until a free flowing white solid appeared, ...